This data is from the Open Reaction Database (ORD), a public repository of structured organic reaction records. The task is: describe an organic reaction: reactants, conditions, products, and yield The reactants are C1(=CC=C(C=C1)S(=O)(=O)Cl)C (p-Toluenesulfonyl chloride), CC1=[N+](C=C(C(=O)OC)C=C1)[O-] (Methyl 6-methylnicotinate N-oxide). Run in O1CCOCC1 (dioxane). Yields the product ClCC1=NC=C(C(=O)OC)C=C1 (Methyl 6-(chloromethyl)nicotinate). Isolated yield 60.4%. As a reaction SMILES: C1(C)C=CC(S([Cl:10])(=O)=O)=CC=1.[CH3:12][C:13]1[CH:22]=[CH:21][C:16]([C:17]([O:19][CH3:20])=[O:18])=[CH:15][N+:14]=1[O-]>O1CCOCC1>[Cl:10][CH2:12][C:13]1[CH:22]=[CH:21][C:16]([C:17]([O:19][CH3:20])=[O:18])=[CH:15][N:14]=1. Procedure details: p-Toluenesulfonyl chloride (10.7 g, 56.1 mmol) was combined with 13 (7.8 g, 51.0 mmol) in dioxane (100 ml) under an Argon atmosphere. The reaction mixture was heated under reflux for 1 night. After cooling to room temperature the solvent was evaporated and the residue dissolved in dichloromethane (200 ml). The solution was washed with saturated Na2CO3 (aq) (2×100 ml), brine (50 ml) and dried (Na2SO4). After evaporation of the solvent the product was purified by column chromatography (SiO2, hexan... Reactants: CN(C)CC1=NC=CC(=N1)N (2-[(dimethylamino)methyl]-4-pyrimidinamine), CN1C=NC=C1 (1-Methylimidazole), C1(CCCC1)C[C@@H](C(=O)N1N(CC[C@H]1C(=O)O)C(=O)OCC1=CC=CC=C1)CN(OCC1=CC=CC=C1)C=O ((3S)-2-[(2R)-3-cyclopentyl-2-({formyl[(phenylmethyl)oxy]amino}methyl)propanoyl]-1-{[(phenylmethyl)oxy]carbonyl}-3-pyrazolidinecarboxylic acid), S(=O)(=O)(C)Cl (mesyl chloride). The solvent is C(Cl)Cl (DCM), C(Cl)Cl (DCM). Reaction conditions: temperature 0 celsius, time 1.5 hour. The product is C1(CCCC1)C[C@@H](C(=O)N1N(CC[C@H]1C(=O)NC1=NC(=NC=C1)CN(C)C)C(=O)OCC1=CC=CC=C1)CN(OCC1=CC=CC=C1)C=O (phenylmethyl (3S)-2-[(2R)-3-cyclopentyl-2-({formyl[(phenylmethyl)oxy]amino}methyl)propanoyl]-3[({2-[(dimethylamino) methyl]-4-pyrimidinyl}amino)carbonyl]-1-pyrazolidine carboxylate). The yield is 19.8%. RXN SMILES: CN1C=CN=C1.[CH:7]1([CH2:12][C@H:13]([CH2:34][N:35]([CH:44]=[O:45])[O:36][CH2:37][C:38]2[CH:43]=[CH:42][CH:41]=[CH:40][CH:39]=2)[C:14]([N:16]2[C@H:20]([C:21]([OH:23])=O)[CH2:19][CH2:18][N:17]2[C:24]([O:26][CH2:27][C:28]2[CH:33]=[CH:32][CH:31]=[CH:30][CH:29]=2)=[O:25])=[O:15])[CH2:11][CH2:10][CH2:9][CH2:8]1.S(Cl)(C)(=O)=O.[CH3:51][N:52]([CH2:54][C:55]1[N:60]=[C:59]([NH2:61])[CH:58]=[CH:57][N:56]=1)[CH3:53]>C(Cl)Cl>[CH:7]1([CH2:12][C@H:13]([CH2:34][N:35]([CH:44]=[O:45])[O:36][CH2:37][C:38]2[CH:39]=[CH:40][CH:41]=[CH:42][CH:43]=2)[C:14]([N:16]2[C@H:20]([C:21]([NH:61][C:59]3[CH:58]=[CH:57][N:56]=[C:55]([CH2:54][N:52]([CH3:53])[CH3:51])[N:60]=3)=[O:23])[CH2:19][CH2:18][N:17]2[C:24]([O:26][CH2:27][C:28]2[CH:33]=[CH:32][CH:31]=[CH:30][CH:29]=2)=[O:25])=[O:15])[CH2:8][CH2:9][CH2:10][CH2:11]1. Procedure details: 1-Methylimidazole (178 μl, 2.232 mmol) was added into the solution of (3S)-2-[(2R)-3-cyclopentyl-2-({formyl[(phenylmethyl)oxy]amino}methyl)propanoyl]-1-{[(phenylmethyl)oxy]carbonyl}-3-pyrazolidinecarboxylic acid (400 mg, 0.744 mmol) in DCM (4.08 ml). The resulting solution was cooled to 0° C., and then mesyl chloride (60.5 μl, 0.781 mmol) was added dropwise at 0° C. To the reaction mixture was added 2-[(dimethylamino)methyl]-4-pyrimidinamine (147 mg, 0.967 mmol) in 1 ml of DCM. After stirring fo... The reactants are [Cl-].[Al+3].[Cl-].[Cl-] (aluminum chloride), CC1=CC=C(C=C1)OC (4-Methylanisole), ClC1=C(C=CC=C1)C (2-chlorotoluene), stainless steel, ClC1=C(C=C(C=O)C=C1)C (4-chloro-3-methylbenzaldehyde). The reagents and catalysts are Cl (HCl). The solvent is Parr®-brand 4522. Conditions: temperature 30 celsius. Yields the product ClC=1C=C(C=O)C=CC1C (3-chloro-4-methylbenzaldehyde). The yield is 389.3%. RXN SMILES: [Cl-].[Al+3].[Cl-].[Cl-].CC1C=C[C:9]([O:12]C)=CC=1.[Cl:14][C:15]1[CH:20]=[CH:19][CH:18]=[CH:17][C:16]=1[CH3:21].ClC1C=CC(C=O)=CC=1C>Cl>[Cl:14][C:15]1[CH:20]=[C:19]([CH:18]=[CH:17][C:16]=1[CH3:21])[CH:9]=[O:12] |f:0.1.2.3|. Procedure: 216.00 g of aluminum chloride (mol. Wt. 133.34; 1,619.9 mmol), 109.09 g (4-Methylanisole (mol. Wt. 122.17; 892.9 mmol), and about 522.35 g of 2-chlorotoluene (mol. Wt. 126.59; 4,126.3 mmol) were charged to a 2 liter Parr®-brand 4522 stainless steel reaction vessel. To this mixture was added 5 drops of concentrated HCl. The vessel was sealed, heated to 30° C., and purged three times with carbon monoxide with the pressure of the vessel increased to 100 psi for each purging. After the third purge, ... Conditions: time 8 hour. Reaction SMILES: [CH2:1]([O:19][CH2:20][CH:21]([CH2:28][O:29][CH2:30][CH2:31][CH2:32][CH2:33][CH2:34][CH2:35][CH2:36][CH2:37]/[CH:38]=[CH:39]\[CH2:40][CH2:41][CH2:42][CH2:43][CH2:44][CH2:45][CH2:46][CH3:47])[O:22]C1CCCO1)[CH2:2][CH2:3][CH2:4][CH2:5][CH2:6][CH2:7][CH2:8]/[CH:9]=[CH:10]\[CH2:11][CH2:12][CH2:13][CH2:14][CH2:15][CH2:16][CH2:17][CH3:18].Cl.C(=O)([O-])O.[Na+]>O1CCCC1.O>[CH2:30]([O:29][CH2:28][CH:21]([CH2:20][O:19][CH2:1][CH2:2][CH2:3][CH2:4][CH2:5][CH2:6][CH2:7][CH2:8]/[CH:9]=[CH:10]\[CH2:11][CH2:12][CH2:13][CH2:14][CH2:15][CH2:16][CH2:17][CH3:18])[OH:22])[CH2:31][CH2:32][CH2:33][CH2:34][CH2:35][CH2:36][CH2:37]/[CH:38]=[CH:39]\[CH2:40][CH2:41][CH2:42][CH2:43][CH2:44][CH2:45][CH2:46][CH3:47] |f:2.3|. Reactants: ( 5 ), C(CCCCCCC\C=C/CCCCCCCC)OCC(OC1OCCC1)COCCCCCCCC\C=C/CCCCCCCC (1,3-O-dioleyl-2-O-tetrahydrofuranylglycerol), C(O)([O-])=O.[Na+] (sodium hydrogen carbonate), Cl (hydrochloric acid). Solvent: O1CCCC1 (tetrahydrofuran), O (water). Procedure details: In 30 ml of xylene was dissolved 854 mg (5.3 mmol) of 2-O-tetrahydrofuranylglycerol. To this was added 1.78 g (15.9 mmol) of t-butoxypotassium under argon gas and the mixture was stirred for 5 minutes. Then, 10 ml of a solution of 6.71 g (15.9 mmol) oleyl p-toluenesulfonate in xylene was added dropwise and the mixture was stirred under reduced pressure (20-30 mmHg) at ambient temperature for 30 minutes and further at 50° C. for 1 hour. This reaction mixture was poured in ice-water and extracted ... Yield: 57.0%. Product: C(CCCCCCC\C=C/CCCCCCCC)OCC(O)COCCCCCCCC\C=C/CCCCCCCC (1,3-O-dioleylglycerol).